From a dataset of the Open Reaction Database (ORD), a public repository of structured organic reaction records. describe an organic reaction: reactants, conditions, products, and yield The reactants are C(C)OC(CC=1C=NC(=C(C1)C1=C(C=C(C=C1)C(F)(F)F)CN(CC1=CC=CC=C1)C(C)=O)Cl)=O ((5-{2-[(N-acetyl-N-benzyl-amino)-methyl]-4-trifluoromethyl-phenyl}-6-chloro-pyridin-3-yl)-acetic acid ethyl ester), C(C)OC(CC=1C(=NC=C(C1)C1=C(C=C(C=C1)C(F)(F)F)CN(CC1=CC=CC=C1)C(C)=O)Cl)=O ((5-{2-[(N-acetyl-N-benzyl-amino)-methyl]-4-trifluoromethyl-phenyl}-2-chloro-pyridin-3-yl)-acetic acid ethyl ester). Product: C(C)(=O)N(CC1=CC=CC=C1)CC1=C(C=CC(=C1)C(F)(F)F)C=1C=C(C(=NC1)Cl)CC(=O)O ((5-{2-[(N-Acetyl-N-benzyl-amino)-methyl]-4-trifluoromethyl-phenyl}-2-chloro-pyridin-3-yl)-acetic acid). Reaction SMILES: C(OC(=O)CC1C=NC(Cl)=C(C2C=CC(C(F)(F)F)=CC=2CN(C(=O)C)CC2C=CC=CC=2)C=1)C.C([O:38][C:39](=[O:70])[CH2:40][C:41]1[C:42]([Cl:69])=[N:43][CH:44]=[C:45]([C:47]2[CH:52]=[CH:51][C:50]([C:53]([F:56])([F:55])[F:54])=[CH:49][C:48]=2[CH2:57][N:58]([C:66](=[O:68])[CH3:67])[CH2:59][C:60]2[CH:65]=[CH:64][CH:63]=[CH:62][CH:61]=2)[CH:46]=1)C>>[C:66]([N:58]([CH2:57][C:48]1[CH:49]=[C:50]([C:53]([F:55])([F:54])[F:56])[CH:51]=[CH:52][C:47]=1[C:45]1[CH:46]=[C:41]([CH2:40][C:39]([OH:70])=[O:38])[C:42]([Cl:69])=[N:43][CH:44]=1)[CH2:59][C:60]1[CH:65]=[CH:64][CH:63]=[CH:62][CH:61]=1)(=[O:68])[CH3:67]. Procedure: Prepared according to the procedure described in Example 17, Step 5, using the following starting material: a mixture of (5-{2-[(N-acetyl-N-benzyl-amino)-methyl]-4-trifluoromethyl-phenyl}-6-chloro-pyridin-3-yl)-acetic acid ethyl ester and (5-{2-[(N-acetyl-N-benzyl-amino)-methyl]-4-trifluoromethyl-phenyl}-2-chloro-pyridin-3-yl)-acetic acid ethyl ester. Reactants: ClC1=CC=C(C=C1)C1=C(C=CC(=N1)C(=O)O)OCC(F)(F)F (6-(4-chloro-phenyl)-5-(2,2,2-trifluoro-ethoxy)-2-pyridine carboxylic acid), CC(C)C1=NOC(=C1)CN (3-(1-methylethyl)-5-isoxazolemethanamine). The product is C(C)(C)C1=NOC(=C1)CNC(=O)C1=NC(=C(C=C1)OCC(F)(F)F)C1=CC=C(C=C1)Cl (6-(4-chloro-phenyl)-5-(2,2,2-trifluoro-ethoxy)-pyridine-2-carboxylic acid (3-isopropyl-isoxazol-5-ylmethyl)-amide). Reaction SMILES: [Cl:1][C:2]1[CH:7]=[CH:6][C:5]([C:8]2[N:13]=[C:12]([C:14](O)=[O:15])[CH:11]=[CH:10][C:9]=2[O:17][CH2:18][C:19]([F:22])([F:21])[F:20])=[CH:4][CH:3]=1.[CH3:23][CH:24]([C:26]1[CH:30]=[C:29]([CH2:31][NH2:32])[O:28][N:27]=1)[CH3:25]>>[CH:24]([C:26]1[CH:30]=[C:29]([CH2:31][NH:32][C:14]([C:12]2[CH:11]=[CH:10][C:9]([O:17][CH2:18][C:19]([F:20])([F:22])[F:21])=[C:8]([C:5]3[CH:4]=[CH:3][C:2]([Cl:1])=[CH:7][CH:6]=3)[N:13]=2)=[O:15])[O:28][N:27]=1)([CH3:25])[CH3:23]. Procedure: The title compound was synthesized in analogy to Example 41 using 6-(4-chloro-phenyl)-5-(2,2,2-trifluoro-ethoxy)-2-pyridine carboxylic acid (example AF) and 3-(1-methylethyl)-5-isoxazolemethanamine (CAN 543713-30-0) as starting materials; LC-MS (UV peak area/ESI) 100.0%, 454.4 (M+H)+. Starting materials: O[C@H]1CO[C@H]2[C@@H]1N(C[C@H]2OS(=O)(=O)C2=CC=C(C)C=C2)C(=O)OC(C)(C)C ((3R,3aR,6R,6aS)— tert-Butyl 3-hydroxy-6-(tosyloxy)tetrahydro-2H-furo[3,2-b]pyrrole-4(5H)-carboxylate), [H][H] (hydrogen). The reagents and catalysts are [Pd] (palladium on charcoal). The solvent is C(C)O (Ethanol). Reaction conditions: time 4.5 hour. Yields the product CC1=CC=C(C=C1)S(=O)(=O)O[C@H]1[C@@H]2[C@H](NC1)[C@H](CO2)O ((3R,3aR,6R,6aS)-3-hydroxyhexahydro-2H-furo[3,2-b]pyrrol-6-yl 4-methylbenzenesulfonate). As a reaction SMILES: [OH:1][C@@H:2]1[C@H:6]2[N:7](C(OC(C)(C)C)=O)[CH2:8][C@@H:9]([O:10][S:11]([C:14]3[CH:20]=[CH:19][C:17]([CH3:18])=[CH:16][CH:15]=3)(=[O:13])=[O:12])[C@H:5]2[O:4][CH2:3]1.[H][H]>[Pd].C(O)C>[CH3:18][C:17]1[CH:19]=[CH:20][C:14]([S:11]([O:10][C@@H:9]2[CH2:8][NH:7][C@@H:6]3[C@@H:2]([OH:1])[CH2:3][O:4][C@H:5]23)(=[O:13])=[O:12])=[CH:15][CH:16]=1. Reported procedure: Preparation (3R,3aR,6R,6aS)— tert-Butyl 3-hydroxy-6-(tosyloxy)tetrahydro-2H-furo[3,2-b]pyrrole-4(5H)-carboxylate (35b). Ethanol (1.5 mL) was added dropwise to a mixture of 10% palladium on charcoal (20 mg) and anti-(33b) (100 mg, 0.25 mmol) under an atmosphere of argon. The argon was replaced by hydrogen then the suspension was stirred for 4.5 hours before filtering the mixture through celite in vacuo. The filter cake was washed with ethanol (10 mL) then the solvents removed in vacuo from the fi... Reported procedure: An excess of a solution of diazomethane in diethyl ether was added to a solution of 150 mg of 9-benzyl-1-methylthiocarbazol-2-acetic acid, as obtained in Example 5, in 3 ml of diethyl ether. The resulting reaction mixture was stirred for 10 minutes at room temperature and then glacial acetic acid was added. The reaction mixture was next concentrated by evaporation under reduced pressure. 10 ml of saturated methanolic ammonia was added to a solution of the resulting residue in 5 ml of methanol, a... Solvent: C(C)OCC (diethyl ether), C(C)OCC (diethyl ether). Reaction SMILES: [N+:1](=C)=[N-].[CH2:4]([N:11]1[C:23]2[C:22]([S:24][CH3:25])=[C:21]([CH2:26][C:27]([OH:29])=O)[CH:20]=[CH:19][C:18]=2[C:17]2[C:12]1=[CH:13][CH:14]=[CH:15][CH:16]=2)[C:5]1[CH:10]=[CH:9][CH:8]=[CH:7][CH:6]=1.C(O)(=O)C>C(OCC)C>[CH2:4]([N:11]1[C:23]2[C:22]([S:24][CH3:25])=[C:21]([CH2:26][C:27]([NH2:1])=[O:29])[CH:20]=[CH:19][C:18]=2[C:17]2[C:12]1=[CH:13][CH:14]=[CH:15][CH:16]=2)[C:5]1[CH:10]=[CH:9][CH:8]=[CH:7][CH:6]=1. Reactants: [N+](=[N-])=C (diazomethane), C(C1=CC=CC=C1)N1C2=CC=CC=C2C=2C=CC(=C(C12)SC)CC(=O)O (9-benzyl-1-methylthiocarbazol-2-acetic acid), C(C)(=O)O (acetic acid). Reaction conditions: time 10 minute. Yields the product C(C1=CC=CC=C1)N1C2=CC=CC=C2C=2C=CC(=C(C12)SC)CC(=O)N (9-Benzyl-1-methylthiocarbazole-2-acetamide). Starting materials: N1=CC=C(C2=CC=CC=C12)C=O (4-Quinolinecarboxaldehyde), N1=CC(=CC=C1)CC#N (3-pyridineacetonitrile). As a reaction SMILES: [N:1]1[C:10]2[C:5](=[CH:6][CH:7]=[CH:8][CH:9]=2)[C:4]([CH:11]=O)=[CH:3][CH:2]=1.[N:13]1[CH:18]=[CH:17][CH:16]=[C:15]([CH2:19][C:20]#[N:21])[CH:14]=1>>[N:13]1[CH:18]=[CH:17][CH:16]=[C:15](/[C:19](=[CH:11]/[C:4]2[C:5]3[C:10](=[CH:9][CH:8]=[CH:7][CH:6]=3)[N:1]=[CH:2][CH:3]=2)/[C:20]#[N:21])[CH:14]=1. Reported procedure: 4-Quinolinecarboxaldehyde (157 mg) was condensed with 3-pyridineacetonitrile (118 mg) through Method B (production step 3), to thereby yield the target product (yield: 76 mg, 29%). The product is N1=CC(=CC=C1)/C(/C#N)=C/C1=CC=NC2=CC=CC=C12 ((Z)-2-pyridin-3-yl-3-quinolin-4-yl-acrylonitrile). Yield: 29.6%. The reactants are CC1([C@@H]([C@@H]1\C=C/C(=O)O)C(=O)O[C@@H](C1=CC(=CC=C1)OC1=CC=CC=C1)C#N)C ((S)α-cyano-3-phenoxy-benzyl (IR,cis) 2,2-dimethyl-3-[(Z) 3-hydroxy-3-oxo-1-propenyl]-cyclopropane-carboxylate), COCCO (2-methoxyethanol), C(#N)[C@H](C1=CC(=CC=C1)OC1=CC=CC=C1)O ((S)α-cyano-3-phenoxy-benzyl alcohol). Run in C(Cl)(Cl)Cl (CHCl3). Product: CC1([C@@H]([C@@H]1\C=C/C(OCCOC)=O)C(=O)O[C@@H](C1=CC(=CC=C1)OC1=CC=CC=C1)C#N)C ((S)α-cyano-3-phenoxy-benzyl (IR,cis) 2,2-dimethyl -3-[(Z) 3-oxo-3-(2-methoxyethoxy)-1-propenyl]-cyclopropane-carboxylate). Reaction SMILES: [CH3:1][C:2]1([CH3:29])[C@@H:4](/[CH:5]=[CH:6]\[C:7]([OH:9])=[O:8])[C@H:3]1[C:10]([O:12][C@H:13]([C:27]#[N:28])[C:14]1[CH:19]=[CH:18][CH:17]=[C:16]([O:20][C:21]2[CH:26]=[CH:25][CH:24]=[CH:23][CH:22]=2)[CH:15]=1)=[O:11].[CH3:30][O:31][CH2:32][CH2:33]O.C([C@@H](O)C1C=CC=C(OC2C=CC=CC=2)C=1)#N>C(Cl)(Cl)Cl>[CH3:1][C:2]1([CH3:29])[C@@H:4](/[CH:5]=[CH:6]\[C:7](=[O:9])[O:8][CH2:33][CH2:32][O:31][CH3:30])[C@H:3]1[C:10]([O:12][C@H:13]([C:27]#[N:28])[C:14]1[CH:19]=[CH:18][CH:17]=[C:16]([O:20][C:21]2[CH:26]=[CH:25][CH:24]=[CH:23][CH:22]=2)[CH:15]=1)=[O:11]. Procedure: Using the procedure of Step F of Example 9, the ester of Step A of Example 31 after reaction with 2-methoxyethanol and (S)α-cyano-3-phenoxy-benzyl alcohol was reacted to obtain (S)α-cyano-3-phenoxy-benzyl (IR,cis) 2,2-dimethyl -3-[(Z) 3-oxo-3-(2-methoxyethoxy)-1-propenyl]-cyclopropane-carboxylate with a specific rotation of [α]D20 =+37.5°±2° (c=1% in CHCl3). The reactants are ClCC1=C(N=C(S1)C1=CC=C(C=C1)C(F)(F)F)C (5-chloromethyl-4-methyl-2-(4-trifluoromethyl-phenyl)-thiazole), C([O-])([O-])=O.[Cs+].[Cs+] (cesium carbonate), [I-].[K+] (potassium iodide), COC([C@H](CC1=C(C=C(C=C1)O)CC)OCC)=O ((2S)-2-ethoxy-3-(2-ethyl-4-hydroxy-phenyl)-propionic acid methyl ester). Product: COC([C@H](CC1=C(C=C(C=C1)OCC1=C(N=C(S1)C1=CC=C(C=C1)C(F)(F)F)C)CC)OCC)=O ((S)-2-ethoxy-3-{2-ethyl-4-[4-methyl-2-(4-trifluoromethyl-phenyl)-thiazol-5-ylmethoxy]-phenyl}-propionic acid methyl ester). As a reaction SMILES: [CH3:1][O:2][C:3](=[O:18])[C@@H:4]([O:15][CH2:16][CH3:17])[CH2:5][C:6]1[CH:11]=[CH:10][C:9]([OH:12])=[CH:8][C:7]=1[CH2:13][CH3:14].Cl[CH2:20][C:21]1[S:25][C:24]([C:26]2[CH:31]=[CH:30][C:29]([C:32]([F:35])([F:34])[F:33])=[CH:28][CH:27]=2)=[N:23][C:22]=1[CH3:36].C(=O)([O-])[O-].[Cs+].[Cs+].[I-].[K+]>>[CH3:1][O:2][C:3](=[O:18])[C@@H:4]([O:15][CH2:16][CH3:17])[CH2:5][C:6]1[CH:11]=[CH:10][C:9]([O:12][CH2:20][C:21]2[S:25][C:24]([C:26]3[CH:27]=[CH:28][C:29]([C:32]([F:35])([F:33])[F:34])=[CH:30][CH:31]=3)=[N:23][C:22]=2[CH3:36])=[CH:8][C:7]=1[CH2:13][CH3:14] |f:2.3.4,5.6|. Reported procedure: In analogy to the procedure described in example 14 b], (2S)-2-ethoxy-3-(2-ethyl-4-hydroxy-phenyl)-propionic acid methyl ester (example 23 g]) was reacted with 5-chloromethyl-4-methyl-2-(4-trifluoromethyl-phenyl)-thiazole [PCT Int. Appl. (2002), WO 0292590 A1] in the presence of cesium carbonate and potassium iodide to yield (S)-2-ethoxy-3-{2-ethyl-4-[4-methyl-2-(4-trifluoromethyl-phenyl)-thiazol-5-ylmethoxy]-phenyl}-propionic acid methyl ester as colorless oil.